Task: describe an organic reaction: reactants, conditions, products, and yield. Dataset: the Open Reaction Database (ORD), a public repository of structured organic reaction records Starting materials: NC=1N=C(SC1C)Br (4-Amino-2-bromo-5-methylthiazole), C(C)(=O)OC=O (formic-acetic anhydride). Procedure: 4-Amino-2-bromo-5-methylthiazole is treated with formic-acetic anhydride (prepared as described in Example 12b) to give the title compound. As a reaction SMILES: [NH2:1][C:2]1[N:3]=[C:4]([Br:8])[S:5][C:6]=1[CH3:7].[C:9](OC=O)(=[O:11])C>>[Br:8][C:4]1[S:5][C:6]([CH3:7])=[C:2]([NH:1][CH:9]=[O:11])[N:3]=1. The product is BrC=1SC(=C(N1)NC=O)C (2-Bromo-4-formamido-5-methylthiazole). The reactants are CS(C)=O, COc1cc(Cl)c(-n2c(=O)[nH]c3cnc(C#N)nc32)cc1OCc1c(OC)ccc(F)c1F, [Na+], [Na+], [Na+], [OH-], OO, O=S([O-])[O-]. Yields the product COc1cc(Cl)c(-n2c(=O)[nH]c3cnc(C(N)=O)nc32)cc1OCc1c(OC)ccc(F)c1F. Reaction SMILES: [CH3:44][S:45](=[O:46])[CH3:47].[Cl:1][c:2]1[c:3](-[n:22]2[c:23]3[n:24][c:25]([C:32]#[N:33])[n:26][cH:27][c:28]3[nH:29][c:30]2=[O:31])[cH:4][c:5]([O:10][CH2:11][c:12]2[c:13]([F:21])[c:14]([F:20])[cH:15][cH:16][c:17]2[O:18][CH3:19])[c:6]([O:8][CH3:9])[cH:7]1.[Na+:35].[Na+:42].[Na+:43].[OH-:34].[OH:36][OH:37].[S:38](=[O:39])([O-:40])[O-:41]>>[Cl:1][c:2]1[c:3](-[n:22]2[c:23]3[n:24][c:25]([C:32]([NH2:33])=[O:39])[n:26][cH:27][c:28]3[nH:29][c:30]2=[O:31])[cH:4][c:5]([O:10][CH2:11][c:12]2[c:13]([F:21])[c:14]([F:20])[cH:15][cH:16][c:17]2[O:18][CH3:19])[c:6]([O:8][CH3:9])[cH:7]1. Reactants: C1(CCCCC1)C(C=1OC2=C(C1COC)C=C(C=C2)F)NC2=CC=C(C=C2)C(=O)NCCC(=O)OCC (ethyl 3-({[4-({cyclohexyl[5-fluoro-3-(methoxymethyl)-1-benzofuran-2-yl]methyl}amino)phenyl]carbonyl}amino)propanoate), O1CCCC1 (tetrahydrofuran), [OH-].[Na+] (sodium hydroxide). Run in C(C)O (ethanol). Reaction conditions: time 5 hour. Yields the product C1(CCCCC1)C(C=1OC2=C(C1COC)C=C(C=C2)F)NC2=CC=C(C=C2)C(=O)NCCC(=O)O (3-({[4-({cyclohexyl[5-fluoro-3-(methoxymethyl)-1-benzofuran-2-yl]methyl}amino)phenyl]carbonyl}amino)propanoic acid). Yield: 95.1%. Reaction SMILES: [CH:1]1([CH:7]([NH:21][C:22]2[CH:27]=[CH:26][C:25]([C:28]([NH:30][CH2:31][CH2:32][C:33]([O:35]CC)=[O:34])=[O:29])=[CH:24][CH:23]=2)[C:8]2[O:9][C:10]3[CH:19]=[CH:18][C:17]([F:20])=[CH:16][C:11]=3[C:12]=2[CH2:13][O:14][CH3:15])[CH2:6][CH2:5][CH2:4][CH2:3][CH2:2]1.O1CCCC1.[OH-].[Na+]>C(O)C>[CH:1]1([CH:7]([NH:21][C:22]2[CH:23]=[CH:24][C:25]([C:28]([NH:30][CH2:31][CH2:32][C:33]([OH:35])=[O:34])=[O:29])=[CH:26][CH:27]=2)[C:8]2[O:9][C:10]3[CH:19]=[CH:18][C:17]([F:20])=[CH:16][C:11]=3[C:12]=2[CH2:13][O:14][CH3:15])[CH2:6][CH2:5][CH2:4][CH2:3][CH2:2]1 |f:2.3|. Reported procedure: To a mixture of ethyl 3-({[4-({cyclohexyl[5-fluoro-3-(methoxymethyl)-1-benzofuran-2-yl]methyl}amino)phenyl]carbonyl}amino)propanoate (207 mg) synthesized above, tetrahydrofuran (5 mL) and ethanol (5 mL) was added 1N aqueous sodium hydroxide solution (1.00 mL), and the mixture was stirred at room temperature for 5 hr and concentrated under reduced pressure. The residue was dissolved in water (10 mL), and 1N hydrochloric acid (1.00 mL) was added at 0° C. The resulting precipitate was collected by ... Reactants: C([O-])([O-])=O.[K+].[K+] (Potassium carbonate), BrCC(=O)NC1=C(C=CC(=C1)OC)O (2-bromo-N-[2-hydroxy-5-(methyloxy)phenyl]acetamide), CC#N.O (CH3CN H2O), FC(C(=O)O)(F)F (trifluoroacetic acid). Solvent: CN(C=O)C (dimethylformamide), C(C)(=O)OCC (ethyl acetate). Run at temperature 85 celsius. Yields the product COC=1C=CC2=C(NC(CO2)=O)C1 (6-(methyloxy)-2H-1,4-benzoxazin-3(4H)-one). Yield: 88.5%. As a reaction SMILES: Br[CH2:2][C:3]([NH:5][C:6]1[CH:11]=[C:10]([O:12][CH3:13])[CH:9]=[CH:8][C:7]=1[OH:14])=[O:4].C(=O)([O-])[O-].[K+].[K+].CC#N.O.FC(F)(F)C(O)=O>CN(C)C=O.C(OCC)(=O)C>[CH3:13][O:12][C:10]1[CH:9]=[CH:8][C:7]2[O:14][CH2:2][C:3](=[O:4])[NH:5][C:6]=2[CH:11]=1 |f:1.2.3,4.5|. Procedure: 2-bromo-N-[2-hydroxy-5-(methyloxy)phenyl]acetamide (3.42 g, 13.1 mmol), was dissolved in 120 mL of anhydrous dimethylformamide under argon. Potassium carbonate was added and suspended in the solution at room temperature. The mixture was warmed to 85° C. and refluxed for one hour before it was determined to be complete by LCMS (two Aquasil C 18, 20×1 mm columns were run in sequence, 4 minutes at 0.1 mL/min, 1-99% CH3CN/H2O with 0.018% trifluoroacetic acid, ES) Rt=1.1 min and m/e 180 [M+1]+. The m... Reactants: Brc1ccc(OCc2ccccc2)cc1, C1CCOC1, CCCCCC, [Li]CCCC, O, CC(c1ccccc1)N1CCC(=O)CC1. Product: CC(c1ccccc1)N1CCC(O)(c2ccc(OCc3ccccc3)cc2)CC1. RXN SMILES: [CH2:1]([c:2]1[cH:3][cH:4][cH:5][cH:6][cH:7]1)[O:8][c:9]1[cH:10][cH:11][c:12]([Br:15])[cH:13][cH:14]1.[CH2:37]1[O:38][CH2:39][CH2:40][CH2:41]1.[CH3:42][CH2:43][CH2:44][CH2:45][CH2:46][CH3:47].[Li:16][CH2:17][CH2:18][CH2:19][CH3:20].[OH2:36].[c:21]1([CH:27]([CH3:28])[N:29]2[CH2:30][CH2:31][C:32](=[O:35])[CH2:33][CH2:34]2)[cH:22][cH:23][cH:24][cH:25][cH:26]1>>[CH2:1]([c:2]1[cH:3][cH:4][cH:5][cH:6][cH:7]1)[O:8][c:9]1[cH:10][cH:11][c:12]([C:32]2([OH:35])[CH2:31][CH2:30][N:29]([CH:27]([c:21]3[cH:22][cH:23][cH:24][cH:25][cH:26]3)[CH3:28])[CH2:34][CH2:33]2)[cH:13][cH:14]1. Starting materials: [Na][Na] (disodium), OC=C(C(C(=CO)C1=CC=CC=C1)=O)C1=CC=CC=C1 (1,5-dihydroxy-2,4-diphenyl-1,4-pentadien-3-one), C1(=CC=CC=C1)CC(CC1=CC=CC=C1)=O (1,3-diphenyl-2-propanone), C(=O)OCC (ethyl formate), C[O-].[Na+] (sodium methoxide), CC(C=C=C)=O (pentadienone). Yields the product C1(=CC=CC=C1)C1=COC=C(C1=O)C1=CC=CC=C1 (3,5-diphenyl-4-pyrone). Reaction SMILES: [Na][Na].O[CH:4]=[C:5]([C:17]1[CH:22]=[CH:21][CH:20]=[CH:19][CH:18]=1)[C:6](=[O:16])[C:7]([C:10]1[CH:15]=[CH:14][CH:13]=[CH:12][CH:11]=1)=[CH:8][OH:9].C1(CC(=O)CC2C=CC=CC=2)C=CC=CC=1.C(OCC)=O.C[O-].[Na+].CC(=O)C=C=C>>[C:10]1([C:7]2[C:6](=[O:16])[C:5]([C:17]3[CH:22]=[CH:21][CH:20]=[CH:19][CH:18]=3)=[CH:4][O:9][CH:8]=2)[CH:15]=[CH:14][CH:13]=[CH:12][CH:11]=1 |f:4.5|. Reported procedure: Benary and Bitter, Ber. 61, 1058 (1928) taught the synthesis of an intermediate disodium salt of 1,5-dihydroxy-2,4-diphenyl-1,4-pentadien-3-one by the condensation of 1,3-diphenyl-2-propanone with ethyl formate in the presence of sodium methoxide. The intermediate pentadienone is neutralized with strong acid to form 3,5-diphenyl-4-pyrone. Reaction of the pyrone with ammonium acetate at an elevated temperature produces 3,5-diphenyl-4(1H)-pyridinone.